Dataset: the Open Reaction Database (ORD), a public repository of structured organic reaction records. Task: describe an organic reaction: reactants, conditions, products, and yield Reactants: ClC1=C(C(=C(C(=C1OC([C@@H](NC(=O)OC(C)(C)C)CC1CCCCC1)=O)Cl)Cl)Cl)Cl (N-t-butoxycarbonylhexahydro-L-phenylalanine pentachlorophenyl ester), C(C1=CC=CC=C1)OC([C@@H](NC([C@@H](NC(=O)OC(C)(C)C)CC1=CNC2=CC=CC=C12)=O)CCSC)=O (N-t-butoxycarbonyl-L-tryptophyl-L-methionine benzyl ester). Product: C(C1=CC=CC=C1)OC([C@@H](NC([C@@H](NC(=O)OC(C)(C)C)CC1CCCCC1)=O)CCSC)=O (N-t-butoxycarbonylhexahydro-L-phenylalanyl-L-methionine benzyl ester). Reaction SMILES: ClC1C(O[C:9](=[O:26])[C@H:10]([CH2:19][CH:20]2[CH2:25][CH2:24][CH2:23][CH2:22][CH2:21]2)[NH:11][C:12]([O:14][C:15]([CH3:18])([CH3:17])[CH3:16])=[O:13])=C(Cl)C(Cl)=C(Cl)C=1Cl.[CH2:31]([O:38][C:39](=[O:67])[C@H:40]([CH2:63][CH2:64][S:65][CH3:66])[NH:41]C(=O)[C@H](CC1C2C(=CC=CC=2)NC=1)NC(OC(C)(C)C)=O)[C:32]1[CH:37]=[CH:36][CH:35]=[CH:34][CH:33]=1>>[CH2:31]([O:38][C:39](=[O:67])[C@H:40]([CH2:63][CH2:64][S:65][CH3:66])[NH:41][C:9](=[O:26])[C@H:10]([CH2:19][CH:20]1[CH2:21][CH2:22][CH2:23][CH2:24][CH2:25]1)[NH:11][C:12]([O:14][C:15]([CH3:16])([CH3:17])[CH3:18])=[O:13])[C:32]1[CH:37]=[CH:36][CH:35]=[CH:34][CH:33]=1. Procedure: When an equivalent quantity of N-t-butoxycarbonylhexahydro-L-phenylalanine pentachlorophenyl ester is substituted for the N-t-butoxycarbonyl-L-tryptophan 2,4,5-trichlorophenyl ester of Example 5 and the procedure detailed therein substantially repeated, there is obtained N-t-butoxycarbonylhexahydro-L-phenylalanyl-L-methionine benzyl ester. Starting materials: CS(=O)(=O)OC1=C(C=C(C=C1)C(C)(C)C)C(C)(C)C (2,4-di-tert-butylphenyl methanesulfonate), C(=O)[O-].[Li+] (lithium formate), CO (methanol). Reagents/catalysts: [Pd].[C] (Pd carbon), [Pd].[C] (Pd carbon). The solvent is O (Water). The product is C(C)(C)(C)C1=CC(=CC=C1)C(C)(C)C (1,3-di-tert-butylbenzene). Yield: 99.7%. Reaction SMILES: CS(O[C:6]1[CH:11]=[CH:10][C:9]([C:12]([CH3:15])([CH3:14])[CH3:13])=[CH:8][C:7]=1[C:16]([CH3:19])([CH3:18])[CH3:17])(=O)=O.C([O-])=O.[Li+].CO>[Pd].[C].O>[C:12]([C:9]1[CH:10]=[CH:11][CH:6]=[C:7]([C:16]([CH3:19])([CH3:18])[CH3:17])[CH:8]=1)([CH3:15])([CH3:14])[CH3:13] |f:1.2,4.5|. Procedure: In a nitrogen atmosphere under normal pressure, 2,4-di-tert-butylphenyl methanesulfonate (500 g, 1.76 mols), lithium formate (183 g, 3.52 mols) and methanol (3000 g) were mixed at 25° C., and with stirring, 10 mass % Pd/carbon (50 mass % water-containing product) (100 g) (as metal palladium; 1 mass % relative to 2,4-di-tert-butylphenyl methanesulfonate) as supported by a carbon carrier having a specific surface area of 780 m2/g (by BET method) was put into it. With stirring, the reaction liquid ... The reactants are COC(=O)C=P(c1ccccc1)(c1ccccc1)c1ccccc1, ClC(Cl)(Cl)Cl, CCCCC(=CC=O)c1ccc(OC)cc1, ClCCl. The product is CCCCC(=CC=CC(=O)OC)c1ccc(OC)cc1. Reaction SMILES: [C:17](=[O:18])([O:19][CH3:20])[CH:21]=[P:22]([c:23]1[cH:24][cH:25][cH:26][cH:27][cH:28]1)([c:29]1[cH:30][cH:31][cH:32][cH:33][cH:34]1)[c:35]1[cH:36][cH:37][cH:38][cH:39][cH:40]1.[C:41]([Cl:42])([Cl:43])([Cl:44])[Cl:45].[CH3:1][O:2][c:3]1[cH:4][cH:5][c:6]([C:9](=[CH:10][CH:11]=[O:12])[CH2:13][CH2:14][CH2:15][CH3:16])[cH:7][cH:8]1.[Cl:46][CH2:47][Cl:48]>>[CH3:1][O:2][c:3]1[cH:4][cH:5][c:6]([C:9](=[CH:10][CH:11]=[CH:21][C:17](=[O:18])[O:19][CH3:20])[CH2:13][CH2:14][CH2:15][CH3:16])[cH:7][cH:8]1. The reactants are phenols, COS(=O)(=O)OC (dimethylsulfate), OC=1C=CC=2C(C3=CC=C(C=C3OC2C1)O)=O (3,6-dihydroxyxanthone). The solvent is C(C)O (ethanol), O (H2O), d-DMSO. Product: OC=1C=C2OC=3C=C(C=CC3C(C2=CC1)=O)OC (6-hydroxy-3-methoxyxanthone). Isolated yield 50.0%. As a reaction SMILES: [OH:1][C:2]1[CH:3]=[CH:4][C:5]2[C:6](=[O:17])[C:7]3[C:12]([O:13][C:14]=2[CH:15]=1)=[CH:11][C:10]([OH:16])=[CH:9][CH:8]=3.[CH3:18]OS(OC)(=O)=O>O.C(O)C>[OH:16][C:10]1[CH:11]=[C:12]2[C:7](=[CH:8][CH:9]=1)[C:6](=[O:17])[C:5]1[CH:4]=[CH:3][C:2]([O:1][CH3:18])=[CH:15][C:14]=1[O:13]2. Reported procedure: 7.0 g (30.7 mmol) of 3,6-dihydroxyxanthone is dissolved in aq. NAOH (2.5 g(62.5 mmol) in 200 mls H2O). 3.2 mls (33.6 mmol) of dimethylsulfate is added dropwise with stirring, and solid forms immediately upon completion. Stirred further 1 hour and heated to reflux for 15 minutes. Additional base is added to insure complete solubility of phenols. The solution is acidified with HCl, and filtration yields a mixture of staring material and the target compound. Solid is heated to reflux in about 200 m... Starting materials: BrC=1C=C(CO[C@@H]2CN(CC2)C(CCC(C#N)(C2=CC=CC=C2)C2=CC=CC=C2)(C)C)C=CC1 (5-{(3S)-3-[(3-Bromobenzyl)oxy]pyrrolidin-1-yl}-5-methyl-2,2-diphenylhexanenitrile), C1(=CC=CC=C1)B(O)O (benzeneboronic acid). The product is C1(=CC(=CC=C1)CO[C@@H]1CN(CC1)C(CCC(C#N)(C1=CC=CC=C1)C1=CC=CC=C1)(C)C)C1=CC=CC=C1 (5-[(3S)-3-(Biphenyl-3-ylmethoxy)pyrrolidin-1-yl]-5-methyl-2,2-diphenylhexanenitrile). The yield is 54.0%. RXN SMILES: Br[C:2]1[CH:3]=[C:4]([CH:32]=[CH:33][CH:34]=1)[CH2:5][O:6][C@H:7]1[CH2:11][CH2:10][N:9]([C:12]([CH3:31])([CH3:30])[CH2:13][CH2:14][C:15]([C:24]2[CH:29]=[CH:28][CH:27]=[CH:26][CH:25]=2)([C:18]2[CH:23]=[CH:22][CH:21]=[CH:20][CH:19]=2)[C:16]#[N:17])[CH2:8]1.[C:35]1(B(O)O)[CH:40]=[CH:39][CH:38]=[CH:37][CH:36]=1>>[C:2]1([C:35]2[CH:40]=[CH:39][CH:38]=[CH:37][CH:36]=2)[CH:34]=[CH:33][CH:32]=[C:4]([CH2:5][O:6][C@H:7]2[CH2:11][CH2:10][N:9]([C:12]([CH3:31])([CH3:30])[CH2:13][CH2:14][C:15]([C:24]3[CH:29]=[CH:28][CH:27]=[CH:26][CH:25]=3)([C:18]3[CH:23]=[CH:22][CH:21]=[CH:20][CH:19]=3)[C:16]#[N:17])[CH2:8]2)[CH:3]=1. Reported procedure: The title compound was prepared from the product of example 55 and benzeneboronic acid, using the same method as that described for example 56, as a green gum in 54% yield. Reactants: OC1CCC1, CC(C)OC(=O)N=NC(=O)OC(C)C, C1CCOC1, CC(=O)Oc1cccc(O)c1, c1ccc(P(c2ccccc2)c2ccccc2)cc1. Reaction SMILES: [CH:12]1([OH:16])[CH2:13][CH2:14][CH2:15]1.[O:36]=[C:37]([O:38][CH:39]([CH3:40])[CH3:41])[N:42]=[N:43][C:44]([O:45][CH:46]([CH3:47])[CH3:48])=[O:49].[O:50]1[CH2:51][CH2:52][CH2:53][CH2:54]1.[OH:1][c:2]1[cH:3][c:4]([O:8][C:9]([CH3:10])=[O:11])[cH:5][cH:6][cH:7]1.[c:17]1([P:18]([c:19]2[cH:20][cH:21][cH:22][cH:23][cH:24]2)[c:25]2[cH:26][cH:27][cH:28][cH:29][cH:30]2)[cH:31][cH:32][cH:33][cH:34][cH:35]1>>[O:1]([c:2]1[cH:3][c:4]([O:8][C:9]([CH3:10])=[O:11])[cH:5][cH:6][cH:7]1)[CH:12]1[CH2:13][CH2:14][CH2:15]1. The product is CC(=O)Oc1cccc(OC2CCC2)c1.